Dataset: the Open Reaction Database (ORD), a public repository of structured organic reaction records. Task: describe an organic reaction: reactants, conditions, products, and yield Starting materials: C(C)(C)(C)OC(N[C@@H]1CN(C(C1)=O)C=1C=CC2=C(N(C(CO2)=O)COC)C1)=O ({(3S)-1-[4-(methoxymethyl)-3-oxo-3,4-dihydro-2H-1,4-benzoxazin-6-yl]-5-oxopyrrolidin-3-yl}carbamic acid tert-butyl ester), Cl (Hydrochloric acid), C(O)([O-])=O.[Na+] (sodium hydrogen carbonate). Solvent: O1CCCC1 (tetrahydrofuran). Conditions: temperature 80 celsius, time 1.5 hour. Product: N[C@H]1CC(N(C1)C=1C=CC2=C(NC(CO2)=O)C1)=O (6-[(4S)-4-Amino-2-oxopyrrolidin-1-yl]-2H-1,4-benzoxazin-3(4H)-one). The yield is 29.8%. RXN SMILES: C(OC(=O)[NH:7][C@H:8]1[CH2:12][C:11](=[O:13])[N:10]([C:14]2[CH:15]=[CH:16][C:17]3[O:22][CH2:21][C:20](=[O:23])[N:19](COC)[C:18]=3[CH:27]=2)[CH2:9]1)(C)(C)C.Cl.C(=O)([O-])O.[Na+]>O1CCCC1>[NH2:7][C@@H:8]1[CH2:9][N:10]([C:14]2[CH:15]=[CH:16][C:17]3[O:22][CH2:21][C:20](=[O:23])[NH:19][C:18]=3[CH:27]=2)[C:11](=[O:13])[CH2:12]1 |f:2.3|. Procedure: To a solution of {(3S)-1-[4-(methoxymethyl)-3-oxo-3,4-dihydro-2H-1,4-benzoxazin-6-yl]-5-oxopyrrolidin-3-yl}carbamic acid tert-butyl ester (1.79 g, 4.57 mmol) in tetrahydrofuran (24 ml) was added 6N Hydrochloric acid (11.9 ml) and the mixture was stirred at 80° C. for 1.5 hours. After cooling, the reaction solution was basified by adding a saturated sodium hydrogen carbonate aqueous solution and the solvent was removed under reduced pressure. The obtained residue was purified by silica gel column...